This data is from the Open Reaction Database (ORD), a public repository of structured organic reaction records. The task is: describe an organic reaction: reactants, conditions, products, and yield The reactants are C#CC(C)(C)C, CCCCCC, C=CC=O, [Cl-], [Li]CCCC, [NH4+], C1CCOC1, O=S(=O)(O)O. The product is C=CC(O)C#CC(C)(C)C. Reaction SMILES: [C:12]([CH3:13])([CH3:14])([CH3:15])[C:16]#[CH:17].[CH3:6][CH2:7][CH2:8][CH2:9][CH2:10][CH3:11].[CH:18](=[O:19])[CH:20]=[CH2:21].[Cl-:22].[Li:1][CH2:2][CH2:3][CH2:4][CH3:5].[NH4+:23].[O:29]1[CH2:30][CH2:31][CH2:32][CH2:33]1.[S:24](=[O:25])(=[O:26])([OH:27])[OH:28]>>[C:12]([CH3:13])([CH3:14])([CH3:15])[C:16]#[C:17][CH:18]([OH:19])[CH:20]=[CH2:21]. Starting materials: N1=CC=CC=C1 (pyridine), [Si](C)(C)(C(C)(C)C)N1C(CC1CC(CC(=O)OCC1=CC=CC=C1)O)=O (N-(t-butyldimethylsilyl)-4-(3-benzyloxycarbonyl-2-hydroxypropyl)-azetidin-2-one). Reagents/catalysts: [O-2].[O-2].[O-2].[Cr+6] (chromium trioxide). The solvent is C(Cl)Cl (CH2Cl2), C(Cl)Cl (CH2Cl2). Conditions: temperature 25 celsius, time 15 minute. Product: [Si](C)(C)(C(C)(C)C)N1C(CC1CC(CC(=O)OCC1=CC=CC=C1)=O)=O (N-(t-butyldimethylsilyl)-4-(3-benzyloxycarbonyl-2-oxopropyl)-azetidin-2-one). Yield: 73.2%. RXN SMILES: N1C=CC=CC=1.[Si:7]([N:14]1[CH:17]([CH2:18][CH:19]([OH:31])[CH2:20][C:21]([O:23][CH2:24][C:25]2[CH:30]=[CH:29][CH:28]=[CH:27][CH:26]=2)=[O:22])[CH2:16][C:15]1=[O:32])([C:10]([CH3:13])([CH3:12])[CH3:11])([CH3:9])[CH3:8]>C(Cl)Cl.[O-2].[O-2].[O-2].[Cr+6]>[Si:7]([N:14]1[CH:17]([CH2:18][C:19](=[O:31])[CH2:20][C:21]([O:23][CH2:24][C:25]2[CH:30]=[CH:29][CH:28]=[CH:27][CH:26]=2)=[O:22])[CH2:16][C:15]1=[O:32])([C:10]([CH3:13])([CH3:12])[CH3:11])([CH3:9])[CH3:8] |f:3.4.5.6|. Reported procedure: Anhydrous CrO3 (2.274 g, 22.74 mmol) is added to a solution of anhydrous pyridine (3.597 g, 45.48 mmol) in anhydrous CH2Cl2 (60 ml). After stirring at room temperature (25° C.) for 15 mins, the reaction mixture is treated all at once with a solution of N-(t-butyldimethylsilyl)-4-(3-benzyloxycarbonyl-2-hydroxypropyl)-azetidin-2-one (1.432 g, 3.79 mmol) in anhydrous CH2Cl2 (25 ml). The resulting mixture is stirred at 25° C. for 5 mins. The CH2Cl2 layer is decanted from the dark, gummy residue whic... The reactants are COC1=CC=C(OC2=C(C=C(C=C2Cl)[N+](=O)[O-])Cl)C=C1 (4-(4-methoxy-phenoxy)-3,5-dichloro-nitrobenzene), FC1=CC=C(C=C1)S(=O)(=O)Cl (p-fluorophenylsulfonyl chloride), ice water. Solvent: CS(=O)(=O)O.O=P12OP3(=O)OP(=O)(O1)OP(=O)(O2)O3 (Eaton's reagent). Run at temperature 110 celsius, time 4.5 hour. Product: ClC1=C(OC=2C=CC(=C(C2)S(=O)(=O)C2=CC=C(C=C2)F)OC)C(=CC(=C1)[N+](=O)[O-])Cl (5-(2,6-Dichloro-4-nitro-phenoxy)-2-methoxy-(4-fluoro-benzenesulfonyl)-benzene). The yield is 29.1%. As a reaction SMILES: [CH3:1][O:2][C:3]1[CH:20]=[CH:19][C:6]([O:7][C:8]2[C:13]([Cl:14])=[CH:12][C:11]([N+:15]([O-:17])=[O:16])=[CH:10][C:9]=2[Cl:18])=[CH:5][CH:4]=1.[F:21][C:22]1[CH:27]=[CH:26][C:25]([S:28](Cl)(=[O:30])=[O:29])=[CH:24][CH:23]=1>CS(O)(=O)=O.O=P12OP3(OP(OP(O3)(O1)=O)(=O)O2)=O>[Cl:18][C:9]1[CH:10]=[C:11]([N+:15]([O-:17])=[O:16])[CH:12]=[C:13]([Cl:14])[C:8]=1[O:7][C:6]1[CH:19]=[CH:20][C:3]([O:2][CH3:1])=[C:4]([S:28]([C:25]2[CH:26]=[CH:27][C:22]([F:21])=[CH:23][CH:24]=2)(=[O:30])=[O:29])[CH:5]=1 |f:2.3|. Reported procedure: A mixture of 4-(4-methoxy-phenoxy)-3,5-dichloro-nitrobenzene (1 g, 3.4 mmol), p-fluorophenylsulfonyl chloride (1.33 g, 6.8 mmol) and Eaton's reagent (20 mL) was stirred at 110° C. for 4.5 h and the solution turned brown. The brown solution was poured into ice water and extracted with EtOAc (3×30 mL). The combined extracts were washed with sat'd sodium bicarbonate (3×50 mL), brine (50 mL), dried and concentrated. The residue was purified by chromatography (20% EtOAc in Hexanes) to give the title ...